Dataset: the Open Reaction Database (ORD), a public repository of structured organic reaction records. Task: describe an organic reaction: reactants, conditions, products, and yield The reactants are C(C)(=O)NC(C(=O)OCC)C(=O)OCC (diethyl acetamidomalonate), BrC(=C)CBr (2,3-dibromopropene), [H-].[Na+] (sodium hydride). The solvent is O1CCCC1 (tetrahydrofuran). Run at time 30 minute. The product is BrC(CCC(=O)NC(C(=O)OCC)C(=O)OCC)=C (Diethyl (2-Bromoallyl)acetamidomalonate). Isolated yield 89.5%. Reaction SMILES: [C:1]([NH:4][CH:5]([C:11]([O:13][CH2:14][CH3:15])=[O:12])[C:6]([O:8][CH2:9][CH3:10])=[O:7])(=[O:3])[CH3:2].[Br:16][C:17]([CH2:19]Br)=[CH2:18].[H-].[Na+]>O1CCCC1>[Br:16][C:17](=[CH2:18])[CH2:19][CH2:2][C:1]([NH:4][CH:5]([C:11]([O:13][CH2:14][CH3:15])=[O:12])[C:6]([O:8][CH2:9][CH3:10])=[O:7])=[O:3] |f:2.3|. Procedure details: To a stirred mixture of diethyl acetamidomalonate (217 g, 1.0 mol) and 2,3-dibromopropene (240 g, 1.2 mol) in dry tetrahydrofuran (2.50 L), under nitrogen, was added sodium hydride (26.4 g, 1.1 mol) in several portions. The reaction mixture was stirred at room temperature for 30 min, then heated to reflux. After heating for 18 h, the resultant slurry was cooled to room temperature and suction filtered through a short pad of silica gel. The solid residue was washed with tetrahydrofuran (2×50 mL),...